Dataset: the Open Reaction Database (ORD), a public repository of structured organic reaction records. Task: describe an organic reaction: reactants, conditions, products, and yield Starting materials: O=C([O-])[O-], CC(=O)NCC1CN(c2ccc(C3=NNC(=O)CS3)c(F)c2)C(=O)O1, CI, [K+], [K+], CN(C)C=O. Yields the product CC(=O)NCC1CN(c2ccc(C3=NN(C)C(=O)CS3)c(F)c2)C(=O)O1. Reaction SMILES: [C:26](=[O:27])([O-:28])[O-:29].[F:1][c:2]1[cH:3][c:4]([N:15]2[C:16](=[O:25])[O:17][CH:18]([CH2:20][NH:21][C:22]([CH3:23])=[O:24])[CH2:19]2)[cH:5][cH:6][c:7]1[C:8]1=[N:13][NH:12][C:11](=[O:14])[CH2:10][S:9]1.[I:32][CH3:33].[K+:30].[K+:31].[O:34]=[CH:35][N:36]([CH3:37])[CH3:38]>>[F:1][c:2]1[cH:3][c:4]([N:15]2[C:16](=[O:25])[O:17][CH:18]([CH2:20][NH:21][C:22]([CH3:23])=[O:24])[CH2:19]2)[cH:5][cH:6][c:7]1[C:8]1=[N:13][N:12]([CH3:26])[C:11](=[O:14])[CH2:10][S:9]1. Starting materials: (Z)-2-(2-amino-4-thiazolyl)-2-[[1-(t-butoxycarbonyl)-1-methylethoxy]imino]-acetic acid 2-benzthiazolyl thioester, [Na+].N[C@@H]1C(N([C@@H]1COC(N)=O)S(=O)(=O)[O-])=O ((3S,4S)-3-amino-4-carbamoyloxymethyl-2-oxo-1-azetidinesulphonic acid sodium salt), thioester. Run in CC(=O)C.O (acetone water). Conditions: time 12 hour. Yields the product [Na+].C(N)(=O)OCC1CC(N1S(=O)(=O)[O-])=O (4-carbamoyloxymethyl-2-oxo-1-azetidinesulphonic acid sodium salt). RXN SMILES: [Na+:1].N[C@H:3]1[C@@H:6]([CH2:7][O:8][C:9](=[O:11])[NH2:10])[N:5]([S:12]([O-:15])(=[O:14])=[O:13])[C:4]1=[O:16]>CC(C)=O.O>[Na+:1].[C:9]([O:8][CH2:7][CH:6]1[N:5]([S:12]([O-:15])(=[O:14])=[O:13])[C:4](=[O:16])[CH2:3]1)(=[O:11])[NH2:10] |f:0.1,2.3,4.5|. Procedure: 1.62 g (6.20 mmol) of (3S,4S)-3-amino-4-carbamoyloxymethyl-2-oxo-1-azetidinesulphonic acid sodium salt are dissolved in 180 ml of acetone/water (2:1) and treated with 3.27 g (6.83 mmol) of (Z)-2-(2-amino-4-thiazolyl)-2-[[1-(t-butoxycarbonyl)-1-methylethoxy]imino]-acetic acid 2-benzthiazolyl thioester. The mixture is stirred at room temperature for 12 hours. A further 60 mg (0.12 mmol) of the aforementioned thioester are added thereto and the stirring is continued for a further 3 hours. Acetone i... Reactants: ClCCl, CSCCCCO, COc1cc2c(NC(C)C)ncnc2cc1O, O, c1ccc(P(c2ccccc2)c2ccccc2)cc1. Product: COc1cc2c(NC(C)C)ncnc2cc1OCCCCSC. Reaction SMILES: [CH2:44]([Cl:45])[Cl:46].[CH3:37][S:38][CH2:39][CH2:40][CH2:41][CH2:42][OH:43].[CH:1]([CH3:2])([CH3:3])[NH:4][c:5]1[n:6][cH:7][n:8][c:9]2[cH:10][c:11]([OH:17])[c:12]([O:15][CH3:16])[cH:13][c:14]12.[OH2:47].[c:18]1([P:19]([c:20]2[cH:21][cH:22][cH:23][cH:24][cH:25]2)[c:26]2[cH:27][cH:28][cH:29][cH:30][cH:31]2)[cH:32][cH:33][cH:34][cH:35][cH:36]1>>[CH:1]([CH3:2])([CH3:3])[NH:4][c:5]1[n:6][cH:7][n:8][c:9]2[cH:10][c:11]([O:17][CH2:42][CH2:41][CH2:40][CH2:39][S:38][CH3:37])[c:12]([O:15][CH3:16])[cH:13][c:14]12.